Task: describe an organic reaction: reactants, conditions, products, and yield. Dataset: the Open Reaction Database (ORD), a public repository of structured organic reaction records The reactants are C(C)(=O)N1CCC(CC1)CN (1-acetyl-4-piperidinemethanamine), ClC1=CC=C(C=C1)N=C=S (1-chloro-4-isothiocyanatobenzene). The solvent is O1CCCC1 (tetrahydrofuran). Reaction conditions: time 3 hour. Product: C(C)(=O)N1CCC(CC1)CNC(=S)NC1=CC=C(C=C1)Cl (N-[(1-acetyl-4-piperidinyl)methyl]-N'-(4-chlorophenyl)thiourea), intermediate 14. Isolated yield 99.7%. Reaction SMILES: [C:1]([N:4]1[CH2:9][CH2:8][CH:7]([CH2:10][NH2:11])[CH2:6][CH2:5]1)(=[O:3])[CH3:2].[Cl:12][C:13]1[CH:18]=[CH:17][C:16]([N:19]=[C:20]=[S:21])=[CH:15][CH:14]=1>O1CCCC1>[C:1]([N:4]1[CH2:5][CH2:6][CH:7]([CH2:10][NH:11][C:20]([NH:19][C:16]2[CH:17]=[CH:18][C:13]([Cl:12])=[CH:14][CH:15]=2)=[S:21])[CH2:8][CH2:9]1)(=[O:3])[CH3:2]. Procedure details: A mixture of 3.1 parts of 1-acetyl-4-piperidinemethanamine, 3.4 parts of 1-chloro-4-isothiocyanatobenzene and 90 parts of tetrahydrofuran was stirred for 3 hours at room temperature. The reaction mixture was evaporated, yielding 6.5 parts (99.7%) of N-[(1-acetyl-4-piperidinyl)methyl]-N'-(4-chlorophenyl)thiourea as a residue (intermediate 14). Starting materials: 17-ketone, [BH4-].[Na+] (sodium borohydride), 1(d), C(C)[C@H]1[C@@H]([C@]2(C)[C@@H](C1)[C@@H]1CCC=3C=C(C=CC3[C@H]1CC2)OC)O (16α-ethyl-3-methoxy-1,3,5(10)-estratrien-17β-ol), C(C)[C@H]1[C@@H]([C@]2(C)[C@@H](C1)[C@@H]1CCC=3C=C(C=CC3[C@H]1CC2)OC)O (16α-ethyl-3-methoxy-1,3,5(10)-estratrien-17β-ol), 1(e), pyridine hydrobromide perbromide, C(C)(=O)OCC.C(C)(C)OC(C)C (ethyl acetate diisopropyl ether). Solvent: CO (methanol). Yields the product C(C)[C@H]1[C@@H]([C@]2(C)[C@@H](C1)[C@@H]1CCC3=CC(CCC3=C1CC2)=O)O (16α-ethyl-17β-hydroxy-4,9(10)-estradien-3-one). Yield: 51.0%. RXN SMILES: [BH4-].[Na+].[CH2:3]([C@@H:5]1[CH2:10][C@H:9]2[C@H:11]3[C@H:20]([CH2:21][CH2:22][C@:7]2([CH3:8])[C@H:6]1[OH:25])[C:19]1[CH:18]=[CH:17][C:16]([O:23]C)=[CH:15][C:14]=1[CH2:13][CH2:12]3)[CH3:4].C1C=C[NH+]=CC=1.Br[Br-]Br.C(OCC)(=O)C.C(OC(C)C)(C)C>CO>[CH2:3]([C@@H:5]1[CH2:10][C@H:9]2[C@H:11]3[C:20]([CH2:21][CH2:22][C@:7]2([CH3:8])[C@H:6]1[OH:25])=[C:19]1[C:14](=[CH:15][C:16](=[O:23])[CH2:17][CH2:18]1)[CH2:13][CH2:12]3)[CH3:4] |f:0.1,3.4,5.6|. Reported procedure: According to 1(b), 20.2 g of 16α-ethyl-3-methoxy-1,3,5(10)-estratrien-17-one, N,N-dimethylhydrazone, m.p. 101°-103° C. (from acetonitrile) is obtained from 20.4 g of 3-methoxy-1,3,5(10)-estratrien-17-one N,N-dimethylhydrazone after metallization and alkylation with 9.2 ml of bromoethane. By reaction with CuCl2.2H2O according to 1(c), the 17-ketone is obtained from the hydroazone and then, by reduction of the 17-ketone with sodium borohydride according to 1(d), 16.0 g of 16α-ethyl-3-methoxy-1,3,5... Starting materials: CCCOc1ccccc1-c1nc2nc(SC)ncc2c(=O)[nH]1, CCN, CCO. Yields the product CCCOc1ccccc1-c1nc2nc(NCC)ncc2c(=O)[nH]1. As a reaction SMILES: [CH3:1][S:2][c:3]1[n:4][cH:5][c:6]2[c:7]([n:8]1)[n:9][c:10](-[c:14]1[c:15]([O:20][CH2:21][CH2:22][CH3:23])[cH:16][cH:17][cH:18][cH:19]1)[nH:11][c:12]2=[O:13].[CH3:24][CH2:25][NH2:26].[CH3:27][CH2:28][OH:29]>>[c:3]1([NH:26][CH2:25][CH3:24])[n:4][cH:5][c:6]2[c:7]([n:8]1)[n:9][c:10](-[c:14]1[c:15]([O:20][CH2:21][CH2:22][CH3:23])[cH:16][cH:17][cH:18][cH:19]1)[nH:11][c:12]2=[O:13]. Starting materials: Cl (hydrochloric acid), Cl (hydrochloric acid), C[C@@H]1N(CCNC1)C(=O)OC(C)(C)C (1,1-dimethylethyl (2S)-2-methyl-1-piperazinecarboxylate), C(C)(C)N(C(C)C)CC (N,N-diisopropylethylamine), FC(OC1=CC=C(C=C1)S(=O)(=O)Cl)F (4-[(difluoromethyl)oxy]benzenesulfonyl chloride). Run in O1CCOCC1 (dioxane), O1CCOCC1 (dioxane), C(Cl)Cl (DCM). Run at time 4 hour. The product is Cl.FC(OC1=CC=C(C=C1)S(=O)(=O)N1C[C@@H](NCC1)C)F ((3S)-1-({4-[(Difluoromethyl)oxy]phenyl}sulfonyl)-3-methylpiperazine hydrochloride). The yield is 95.3%. Reaction SMILES: [CH3:1][C@H:2]1[CH2:7][NH:6][CH2:5][CH2:4][N:3]1C(OC(C)(C)C)=O.C(N(CC)C(C)C)(C)C.[F:24][CH:25]([F:37])[O:26][C:27]1[CH:32]=[CH:31][C:30]([S:33]([Cl:36])(=[O:35])=[O:34])=[CH:29][CH:28]=1.Cl>C(Cl)Cl.O1CCOCC1>[ClH:36].[F:37][CH:25]([F:24])[O:26][C:27]1[CH:28]=[CH:29][C:30]([S:33]([N:6]2[CH2:5][CH2:4][NH:3][C@@H:2]([CH3:1])[CH2:7]2)(=[O:35])=[O:34])=[CH:31][CH:32]=1 |f:6.7|. Procedure: To a solution of 1,1-dimethylethyl (2S)-2-methyl-1-piperazinecarboxylate (1.5 g, 7.49 mmol, supplier Aldrich) and N,N-diisopropylethylamine (1.962 mL, 11.23 mmol) in dry DCM (20 mL) was added 4-[(difluoromethyl)oxy]benzenesulfonyl chloride (1.253 mL, 7.86 mmol, supplier Aldrich) dropwise. The solution was stirred at room temperature for 4 h and then left to stand for 16 h. The solution was washed with aqueous sodium bicarbonate (20 mL), 0.5 M HCl (20 mL) and brine (20 mL) before the organic phas... The reactants are FC(C(=O)O)(F)F (Trifluoroacetic acid), C(O)([O-])=O.[Na+] (sodium hydrogen carbonate), C(C)(C)(C)OC(NC(C\C=C\C(N(C)[C@H](CC1=CC2=CC=CC=C2C=C1)C(N(C)CCC1=C(C=CC=C1)NS(=O)(=O)C1=CC=CC=C1)=O)=O)(C)C)=O ({(3E)-4-[N-((1R)-1-{N-[2-(2-(phenylsulfonylamino)phenyl)ethyl]-N-methylcarbamoyl}2-(2-naphthyl)ethyl)-N-methylcarbamoyl]-1,1-dimethylbut-3-enyl}carbamic acid tert-butyl ester), C(O)([O-])=O.[Na+] (sodium hydrogen carbonate). The solvent is ClCCl (dichloromethane), ClCCl (dichloromethane). Conditions: temperature 0 celsius, time 40 minute. Product: C1(=CC=CC=C1)S(=O)(=O)NC1=C(C=CC=C1)CCN(C([C@@H](CC1=CC2=CC=CC=C2C=C1)NC)=O)C ((2R)-N-[2-(2-(Phenylsulfonylamino)phenyl)ethyl]-N-methyl-2-(methylamino)-3-(2-naphthyl)propionamide). The yield is 111.6%. As a reaction SMILES: C(OC(=O)NC(C)(C)C/C=C/[C:12](=O)[N:13]([C@@H:15]([C:27](=[O:48])[N:28]([CH2:30][CH2:31][C:32]1[CH:37]=[CH:36][CH:35]=[CH:34][C:33]=1[NH:38][S:39]([C:42]1[CH:47]=[CH:46][CH:45]=[CH:44][CH:43]=1)(=[O:41])=[O:40])[CH3:29])[CH2:16][C:17]1[CH:26]=[CH:25][C:24]2[C:19](=[CH:20][CH:21]=[CH:22][CH:23]=2)[CH:18]=1)C)(C)(C)C.FC(F)(F)C(O)=O.C(=O)([O-])O.[Na+]>ClCCl>[C:42]1([S:39]([NH:38][C:33]2[CH:34]=[CH:35][CH:36]=[CH:37][C:32]=2[CH2:31][CH2:30][N:28]([CH3:29])[C:27](=[O:48])[C@H:15]([NH:13][CH3:12])[CH2:16][C:17]2[CH:26]=[CH:25][C:24]3[C:19](=[CH:20][CH:21]=[CH:22][CH:23]=3)[CH:18]=2)(=[O:41])=[O:40])[CH:43]=[CH:44][CH:45]=[CH:46][CH:47]=1 |f:2.3|. Reported procedure: A solution of {(3E)-4-[N-((1R)-1-{N-[2-(2-(phenylsulfonylamino)phenyl)ethyl]-N-methylcarbamoyl}2-(2-naphthyl)ethyl)-N-methylcarbamoyl]-1,1-dimethylbut-3-enyl}carbamic acid tert-butyl ester (330 mg, 0.45 mmol) in dichloromethane (3 ml) was cooled to 0° C. Trifluoroacetic acid (3 ml) was added. The reaction mixture was stirred for 40 min at 0° C. It was diluted with dichloromethane (20 ml). A saturated aqueous solution of sodium hydrogen carbonate (6 ml) was added. Solid sodium hydrogen carbonate ... The solvent is O (Water), CN(C=O)C (dimethylformamide). Reaction conditions: temperature 110 celsius, time 5 minute. Reaction SMILES: [C:1]1(C)C=CC=CC=1.C[O-].[Na+].C[C:12](C)([C:16]([O-:18])=[O:17])[C:13]([O-:15])=O.[F:20][C:21]1[C:29]([F:30])=[C:28]([F:31])[C:27]([F:32])=[CH:26][C:22]=1C(Cl)=O>O.CN(C)C=O>[F:20][C:21]1[C:29]([F:30])=[C:28]([F:31])[C:27]([F:32])=[CH:26][C:22]=1[C:13]([CH2:12][C:16]([O:18][CH3:1])=[O:17])=[O:15] |f:1.2|. Product: FC1=C(C(=O)CC(=O)OC)C=C(C(=C1F)F)F (methyl 2,3,4,5-tetrafluorobenzoylacetate). The reactants are FC1=C(C(=O)Cl)C=C(C(=C1F)F)F (2,3,4,5-tetrafluorobenzoyl chloride), C1(=CC=CC=C1)C (toluene), C[O-].[Na+] (sodium methoxide), CC(C(=O)[O-])(C(=O)[O-])C (dimethylmalonate). The yield is 45.0%. Procedure details: A 500 ml, three-necked flask was set up in a heating mantle and equipped with a mechanical stirrer, an equilibrating type addition funnel, a thermometer, an inert gas (argon or nitrogen) inlet, and a distillation head set for downward distillation. The flask was charged with 100 ml of toluene, 2 ml of dimethylformamide, and 2.84 g (0.0525 mol) of anhydrous sodium methoxide. The slurry was heated with stirring to 110° C., and dimethylmalonate (7.1 g, 0.0538 mol) was added dropwise from the additi... The reactants are N1C=CC2=CC=CC=C12 (indole), BrCCCCCC(=O)Cl (6-bromohexanoyl chloride). Yields the product BrCCCCCC(=O)C1=CNC2=CC=CC=C12 (6-Bromo-1-(1H-indol-3-yl)-1-hexanone). RXN SMILES: [NH:1]1[C:9]2[C:4](=[CH:5][CH:6]=[CH:7][CH:8]=2)[CH:3]=[CH:2]1.[Br:10][CH2:11][CH2:12][CH2:13][CH2:14][CH2:15][C:16](Cl)=[O:17]>>[Br:10][CH2:11][CH2:12][CH2:13][CH2:14][CH2:15][C:16]([C:3]1[C:4]2[C:9](=[CH:8][CH:7]=[CH:6][CH:5]=2)[NH:1][CH:2]=1)=[O:17]. Reported procedure: Using indole (5.00 g) and 6-bromohexanoyl chloride (9.95 ml) according to the same method as that of Reference Example 1, the title compound (9.65 g) was obtained as colorless crystals having a melting point of 150 to 151° C.